This data is from the Open Reaction Database (ORD), a public repository of structured organic reaction records. The task is: describe an organic reaction: reactants, conditions, products, and yield Starting materials: [BH3-]C#N, Cn1c(=O)c(C=O)nc2ccccc21, ClCCl, [Na+], [Na+], O=C([O-])O, CC(CN)c1ccccc1. Yields the product CC(CNCc1nc2ccccc2n(C)c1=O)c1ccccc1. Reaction SMILES: [C:15]([BH3-:16])#[N:17].[CH3:1][n:2]1[c:3](=[O:14])[c:4]([CH:12]=[O:13])[n:5][c:6]2[cH:7][cH:8][cH:9][cH:10][c:11]12.[Cl:34][CH2:35][Cl:36].[Na+:18].[Na+:33].[O-:29][C:30]([OH:31])=[O:32].[c:19]1([CH:25]([CH2:26][NH2:27])[CH3:28])[cH:20][cH:21][cH:22][cH:23][cH:24]1>>[CH3:1][n:2]1[c:3](=[O:14])[c:4]([CH2:12][NH:27][CH2:26][CH:25]([c:19]2[cH:20][cH:21][cH:22][cH:23][cH:24]2)[CH3:28])[n:5][c:6]2[cH:7][cH:8][cH:9][cH:10][c:11]12. Reactants: BrCc1ccccc1, O=C([O-])[O-], CC#N, CCOC(C)=O, Oc1ccc2nc(Cl)sc2c1, [Cs+], [Cs+]. Yields the product Clc1nc2ccc(OCc3ccccc3)cc2s1. RXN SMILES: [Br:1][CH2:2][c:3]1[cH:4][cH:5][cH:6][cH:7][cH:8]1.[C:20](=[O:21])([O-:22])[O-:23].[CH3:26][C:27]#[N:28].[CH3:29][CH2:30][O:31][C:32]([CH3:33])=[O:34].[Cl:9][c:10]1[s:11][c:12]2[c:13]([n:14]1)[cH:15][cH:16][c:17]([OH:19])[cH:18]2.[Cs+:24].[Cs+:25]>>[CH2:2]([c:3]1[cH:4][cH:5][cH:6][cH:7][cH:8]1)[O:19][c:17]1[cH:16][cH:15][c:13]2[c:12]([s:11][c:10]([Cl:9])[n:14]2)[cH:18]1. Reactants: C(C)OC(C(C1=CC(=C(C=C1)OC)B1OC(C(O1)(C)C)(C)C)(F)F)=O (difluoro-[4-methoxy-3-(4,4,5,5-tetramethyl-[1,3,2]dioxaborolan-2-yl)-phenyl]-acetic acid ethyl ester), BrC1=C(C=O)C=C(C=C1)C(F)(F)F (2-bromo-5-(trifluoromethyl)benzaldehyde), ester. The product is FC(C(=O)O)(C=1C=C(C(=CC1)OC)C1=C(C=C(C=C1)C(F)(F)F)C=O)F (Difluoro-(2′-formyl-6-methoxy-4′-trifluoromethyl-biphenyl-3-yl)-acetic acid). RXN SMILES: C([O:3][C:4](=[O:25])[C:5]([F:24])([F:23])[C:6]1[CH:11]=[CH:10][C:9]([O:12][CH3:13])=[C:8](B2OC(C)(C)C(C)(C)O2)[CH:7]=1)C.Br[C:27]1[CH:34]=[CH:33][C:32]([C:35]([F:38])([F:37])[F:36])=[CH:31][C:28]=1[CH:29]=[O:30]>>[F:24][C:5]([F:23])([C:6]1[CH:7]=[C:8]([C:27]2[CH:34]=[CH:33][C:32]([C:35]([F:38])([F:37])[F:36])=[CH:31][C:28]=2[CH:29]=[O:30])[C:9]([O:12][CH3:13])=[CH:10][CH:11]=1)[C:4]([OH:3])=[O:25]. Procedure details: Prepared according to the procedure described in Example 1, Step 4, using the following starting materials: difluoro-[4-methoxy-3-(4,4,5,5-tetramethyl-[1,3,2]dioxaborolan-2-yl)-phenyl]-acetic acid ethyl ester and 2-bromo-5-(trifluoromethyl)benzaldehyde; the ester was hydrolyzed under the reaction conditions.